describe an organic reaction: reactants, conditions, products, and yield From a dataset of the Open Reaction Database (ORD), a public repository of structured organic reaction records. RXN SMILES: [CH3:1][O:2][C:3](=[O:24])[CH2:4][C:5]1[CH:10]=[CH:9][CH:8]=[C:7]([O:11][C:12]2[CH:17]=[CH:16][C:15]([C:18]([F:21])([F:20])[F:19])=[CH:14][C:13]=2[CH:22]=O)[CH:6]=1.[CH2:25]1[C:33]2[C:28](=[CH:29][CH:30]=[CH:31][CH:32]=2)[C@H:27]([NH2:34])[C@@H:26]1[OH:35]>>[CH3:1][O:2][C:3](=[O:24])[CH2:4][C:5]1[CH:10]=[CH:9][CH:8]=[C:7]([O:11][C:12]2[CH:17]=[CH:16][C:15]([C:18]([F:20])([F:19])[F:21])=[CH:14][C:13]=2[CH2:22][NH:34][C@H:27]2[C:28]3[C:33](=[CH:32][CH:31]=[CH:30][CH:29]=3)[CH2:25][C@H:26]2[OH:35])[CH:6]=1. The product is COC(CC1=CC(=CC=C1)OC1=C(C=C(C=C1)C(F)(F)F)CN[C@@H]1[C@@H](CC2=CC=CC=C12)O)=O ((3-{2-[((1S,2R)-2-Hydroxy-indan-1-ylamino)-methyl]-4-trifluoromethyl-phenoxy}-phenyl)-acetic acid methyl ester). Reactants: COC(CC1=CC(=CC=C1)OC1=C(C=C(C=C1)C(F)(F)F)C=O)=O ([3-(2-Formyl-4-trifluoromethyl-phenoxy)-phenyl]-acetic acid methyl ester), C1[C@H]([C@H](C2=CC=CC=C21)N)O ((1S,2R)-(−)-cis-1-amino-2-indanol). Procedure details: Prepared according to the procedure described in Example 45, Step 3, using the following starting materials: [3-(2-Formyl-4-trifluoromethyl-phenoxy)-phenyl]-acetic acid methyl ester and (1S,2R)-(−)-cis-1-amino-2-indanol. Reactants: C1CCOC1, CN1CCN(c2ccc(N)cc2)CC1, CCn1nc(C)cc1C(=O)Nc1cccc(C(=O)c2ccc3c(c2)NC(=O)C3=CO)c1. Yields the product CCn1nc(C)cc1C(=O)Nc1cccc(C(=O)c2ccc3c(c2)NC(=O)C3=CNc2ccc(N3CCN(C)CC3)cc2)c1. Reaction SMILES: [CH2:46]1[O:47][CH2:48][CH2:49][CH2:50]1.[CH3:32][N:33]1[CH2:34][CH2:35][N:36]([c:39]2[cH:40][cH:41][c:42]([NH2:45])[cH:43][cH:44]2)[CH2:37][CH2:38]1.[OH:1][CH:2]=[C:3]1[C:4](=[O:31])[NH:5][c:6]2[cH:7][c:8]([C:12](=[O:13])[c:14]3[cH:15][c:16]([NH:20][C:21](=[O:22])[c:23]4[n:24]([CH2:29][CH3:30])[n:25][c:26]([CH3:28])[cH:27]4)[cH:17][cH:18][cH:19]3)[cH:9][cH:10][c:11]21>>[CH:2](=[C:3]1[C:4](=[O:31])[NH:5][c:6]2[cH:7][c:8]([C:12](=[O:13])[c:14]3[cH:15][c:16]([NH:20][C:21](=[O:22])[c:23]4[n:24]([CH2:29][CH3:30])[n:25][c:26]([CH3:28])[cH:27]4)[cH:17][cH:18][cH:19]3)[cH:9][cH:10][c:11]21)[NH:45][c:42]1[cH:41][cH:40][c:39]([N:36]2[CH2:35][CH2:34][N:33]([CH3:32])[CH2:38][CH2:37]2)[cH:44][cH:43]1.